From a dataset of the Open Reaction Database (ORD), a public repository of structured organic reaction records. describe an organic reaction: reactants, conditions, products, and yield The reactants are ClCCl, [K+], CC(=O)[O-], CN(C)C=O, O, O=P(Cl)(Cl)Cl, O=C(Oc1ccccc1)N1C=CC=C(Cl)C1. Product: O=CC1=CN(C(=O)Oc2ccccc2)CC(Cl)=C1. As a reaction SMILES: [Cl:32][CH2:33][Cl:34].[K+:31].[O-:27][C:28]([CH3:29])=[O:30].[O:6]=[CH:7][N:8]([CH3:9])[CH3:10].[OH2:35].[P:1]([Cl:2])([Cl:3])([Cl:4])=[O:5].[c:11]1([O:17][C:18](=[O:19])[N:20]2[CH2:21][C:22]([Cl:26])=[CH:23][CH:24]=[CH:25]2)[cH:12][cH:13][cH:14][cH:15][cH:16]1>>[O:6]=[CH:7][C:24]1=[CH:25][N:20]([C:18]([O:17][c:11]2[cH:12][cH:13][cH:14][cH:15][cH:16]2)=[O:19])[CH2:21][C:22]([Cl:26])=[CH:23]1.